This data is from the Open Reaction Database (ORD), a public repository of structured organic reaction records. The task is: describe an organic reaction: reactants, conditions, products, and yield Reactants: CC(C)Oc1ccc(C(=O)NC(Cc2ccc(-c3cn4cccc(Br)c4n3)cc2)CN2C(=O)c3ccccc3C2=O)cc1Cl, CCO, NN, O. The product is CC(C)Oc1ccc(C(=O)NC(CN)Cc2ccc(-c3cn4cccc(Br)c4n3)cc2)cc1Cl. Reaction SMILES: [Br:1][c:2]1[c:3]2[n:4]([cH:5][cH:6][cH:7]1)[cH:8][c:9](-[c:11]1[cH:12][cH:13][c:14]([CH2:17][CH:18]([CH2:19][N:20]3[C:21](=[O:22])[c:23]4[c:24]([cH:25][cH:26][cH:27][cH:28]4)[C:29]3=[O:30])[NH:31][C:32]([c:33]3[cH:34][c:35]([Cl:43])[c:36]([O:39][CH:40]([CH3:41])[CH3:42])[cH:37][cH:38]3)=[O:44])[cH:15][cH:16]1)[n:10]2.[CH3:48][CH2:49][OH:50].[NH2:46][NH2:47].[OH2:45]>>[Br:1][c:2]1[c:3]2[n:4]([cH:5][cH:6][cH:7]1)[cH:8][c:9](-[c:11]1[cH:12][cH:13][c:14]([CH2:17][CH:18]([CH2:19][NH2:20])[NH:31][C:32]([c:33]3[cH:34][c:35]([Cl:43])[c:36]([O:39][CH:40]([CH3:41])[CH3:42])[cH:37][cH:38]3)=[O:44])[cH:15][cH:16]1)[n:10]2. Reactants: C(C)(=O)O (acetic acid), N1=C(N)N=C(N)N=C1N (melamine), C(C)(=O)O (acetic acid). Reagents/catalysts: [NH4+].[O-][Mo](=O)(=O)[O-].[O-][Mo](=O)(=O)[O-] (ammonium dimolybdate). Solvent: O (water), O (water), O (water). The product is C.C1(=NC(=NC(=N1)N)N)N.C1(=NC(=NC(=N1)N)N)N (Melamine molybdate). As a reaction SMILES: [C:1](O)(=O)C.[N:5]1[C:12]([NH2:13])=[N:11][C:9]([NH2:10])=[N:8][C:6]=1[NH2:7]>[NH4+].[O-][Mo]([O-])(=O)=O.[O-][Mo]([O-])(=O)=O.O>[CH4:1].[C:6]1([NH2:7])[N:8]=[C:9]([NH2:10])[N:11]=[C:12]([NH2:13])[N:5]=1.[C:6]1([NH2:7])[N:8]=[C:9]([NH2:10])[N:11]=[C:12]([NH2:13])[N:5]=1 |f:2.3.4,6.7.8|. Procedure details: Melamine molybdate was prepared in the presence of acetic acid as follows. 10 grams of melamine, 9.52 grams of acetic acid, and 250 ml water were dissolved together by refluxing in a 500 ml round-bottomed flask equipped with a stirrer and water-cooled condenser. 26.95 grams of ammonium dimolybdate was dissolved in 50 ml. hot water and then added to the first solution. A white precipitate formed immediately. Starting materials: FC1=C(C=CC=C1)[C@H](C)N ((S)-1-(2-fluorophenyl)ethylamine), BrC=1C=C(C=CC1)C1(S(N=C(OC1(C)C)OCC)(=O)=O)C (5-(3-bromophenyl)-2-ethoxy-5,6,6-trimethyl-5,6-dihydro-1,4,3-oxathiazine 4,4-dioxide). The solvent is C1CCOC1 (THF), ClCCl (dichloromethane). Run at time 18 hour. The product is FC1=C(C=CC=C1)[C@H](C)NC=1OC(C(S(N1)(=O)=O)(C1=CC=CC=C1)C)(C)C ([(S)-1-(2-Fluorophenyl)ethyl]-(5,6,6-trimethyl-4,4-dioxo-5-phenyl-5,6-dihydro-4H-4lambda6-[1,4,3]oxathiazin-2-yl)amine). Isolated yield 47.9%. As a reaction SMILES: [F:1][C:2]1[CH:7]=[CH:6][CH:5]=[CH:4][C:3]=1[C@@H:8]([NH2:10])[CH3:9].Br[C:12]1[CH:13]=[C:14]([C:18]2([CH3:31])[C:23]([CH3:25])([CH3:24])[O:22][C:21](OCC)=[N:20][S:19]2(=[O:30])=[O:29])[CH:15]=[CH:16][CH:17]=1>ClCCl.C1COCC1>[F:1][C:2]1[CH:7]=[CH:6][CH:5]=[CH:4][C:3]=1[C@@H:8]([NH:10][C:21]1[O:22][C:23]([CH3:25])([CH3:24])[C:18]([CH3:31])([C:14]2[CH:15]=[CH:16][CH:17]=[CH:12][CH:13]=2)[S:19](=[O:30])(=[O:29])[N:20]=1)[CH3:9]. Reported procedure: In a round-bottom flask, 92 mg of 5-(3-bromophenyl)-2-ethoxy-5,6,6-trimethyl-5,6-dihydro-1,4,3-oxathiazine 4,4-dioxide stereomer 1 were dissolved in 1.3 ml of dichloromethane and admixed with 45 mg of (S)-1-(2-fluorophenyl)ethylamine. After stirring at room temperature and under a gentle argon stream for 18 hours, the conversion was checked by LCMS. Since it was incomplete, the reaction mixture was taken up in 1.5 ml of THF and stirred at 50° C. for 5 hours. After the removal of the solvent unde... Starting materials: [BH4-].[Na+] (sodium tetrahydroborate), 48.5, NC1=C(C=C(C=C1)C(=O)C1=CC=CC=C1)[N+](=O)[O-] ((4-amino-3-nitrophenyl)phenylmethanone), CO (methanol). Run in O (water), O (water). Run at time 15 minute. Product: 19.6, NC1=C(C=C(C=C1)C(O)C1=CC=CC=C1)[N+](=O)[O-] (4-amino-3-nitro-α-phenylbenzenemethanol). As a reaction SMILES: [NH2:1][C:2]1[CH:7]=[CH:6][C:5]([C:8]([C:10]2[CH:15]=[CH:14][CH:13]=[CH:12][CH:11]=2)=[O:9])=[CH:4][C:3]=1[N+:16]([O-:18])=[O:17].CO.[BH4-].[Na+]>O>[NH2:1][C:2]1[CH:7]=[CH:6][C:5]([CH:8]([C:10]2[CH:15]=[CH:14][CH:13]=[CH:12][CH:11]=2)[OH:9])=[CH:4][C:3]=1[N+:16]([O-:18])=[O:17] |f:2.3|. Procedure: (a-1) To a stirred and cooled (water-bath) mixture of 48.5 parts of (4-amino-3-nitrophenyl)phenylmethanone and 320 parts of methanol were added portionwise 11.4 parts of sodium tetrahydroborate. Upon completion, stirring was continued for 15 minutes at room temperature. 100 Parts of water were added and the methanol was evaporated. The precipitated product was filtered off, washed with water, dried, filtered and crystallized twice from a moisture of methanol and water, yielding 19.6 parts of 4-a... Starting materials: CSC=1C=C(C(=CC1)C1=CC=CC=C1)N=C=S (4-methylthio-2-biphenylylisothiocyanate), N (ammonia). Run in C(C)O (ethanol). The product is CSC1=CC(=C(C=C1)C1=CC=CC=C1)NC(=S)N (N-(4-methylthio-2-biphenylyl)thiourea). RXN SMILES: [CH3:1][S:2][C:3]1[CH:4]=[C:5]([N:15]=[C:16]=[S:17])[C:6]([C:9]2[CH:14]=[CH:13][CH:12]=[CH:11][CH:10]=2)=[CH:7][CH:8]=1.[NH3:18]>C(O)C>[CH3:1][S:2][C:3]1[CH:8]=[CH:7][C:6]([C:9]2[CH:14]=[CH:13][CH:12]=[CH:11][CH:10]=2)=[C:5]([NH:15][C:16]([NH2:18])=[S:17])[CH:4]=1. Procedure: Reaction of 4-methylthio-2-biphenylylisothiocyanate (11.5 g), ethanol (100 ml) and 25% aqueous ammonia solution (20 ml) at ambient temperature for 15 hours gave N-(4-methylthio-2-biphenylyl)thiourea as a colourless solid (m.p. 166°-167° C.). Starting materials: CN(CCN1C(=O)C=2C=CC=3NC4=CC=C(C=C4C3C2C1=O)O)C (N-(2-dimethylaminoethyl)-6-hydroxycarbazole-3,4-dicarboximide), N1(CCCCC1)C(=O)Cl (1-piperidylcarbonyl chloride). The solvent is N1=CC=CC=C1 (pyridine). Run at time 8 hour. The product is Cl.CN(CCC1=CC2=C(C=3C4=CC(=CC=C4NC13)OC(=O)N1CCCCC1)C(NC2=O)=O)C (2-dimethylaminoethyl-6-(1-piperidyl-carbonyloxy)carbazole-3,4-dicarboximide hydrochloride). Isolated yield 62.0%. Reaction SMILES: CN(C)CC[N:5]1[C:21](=[O:22])[C:20]2[C:19]3[C:18]4[C:13](=[CH:14][CH:15]=[C:16]([OH:23])[CH:17]=4)[NH:12][C:11]=3[CH:10]=[CH:9][C:8]=2[C:6]1=[O:7].[N:25]1([C:31]([Cl:33])=[O:32])[CH2:30][CH2:29][CH2:28][CH2:27][CH2:26]1>N1C=CC=CC=1>[ClH:33].[CH3:30][N:25]([CH3:31])[CH2:26][CH2:27][C:10]1[C:11]2[NH:12][C:13]3[C:18](=[CH:17][C:16]([O:23][C:31]([N:25]4[CH2:30][CH2:29][CH2:28][CH2:27][CH2:26]4)=[O:32])=[CH:15][CH:14]=3)[C:19]=2[C:20]2[C:21](=[O:22])[NH:5][C:6](=[O:7])[C:8]=2[CH:9]=1 |f:3.4|. Reported procedure: In 8 ml of pyridine was dissolved 200 mg of N-(2-dimethylaminoethyl)-6-hydroxycarbazole-3,4-dicarboximide. There was added 460 mg of 1-piperidylcarbonyl chloride. The mixture was stirred at room temperature overnight. The solvent was removed by distillation under reduced pressure. The residue was mixed with 10 ml of isopropyl alcohol. The mixture was stirred at room temperature for 10 minutes. The resulting crystals were collected by filtration and dried to obtain 180 mg (yield: 62%) of N-(2-dim... Reactants: C(C)[SiH](CC)CC (triethylsilane), C(C)OC(C1=CC=C(C=C1)CCC=O)=O (4-(3-Oxo-propyl)-benzoic acid ethyl ester), ClCC(=O)O (chloro-acetic acid), C(C1=CC=CC=C1)(C1=CC=CC=C1)N1C(=CC2=CC(=CC=C12)Cl)CCN1C(C2=CC=CC=C2C1=O)=O (2-[2-(1-Benzhydryl-5-chloro-1H-indol-2-yl)-ethyl]-isoindole-1,3-dione), C(=O)(O)[O-].[Na+] (NaHCO3). Run in CO (MeOH), O (water), C(Cl)Cl (CH2Cl2). Conditions: time 16 hour. Yields the product C(C)OC(C1=CC=C(C=C1)CCCC1=C(N(C2=CC=C(C=C12)Cl)C(C1=CC=CC=C1)C1=CC=CC=C1)CCN1C(C2=CC=CC=C2C1=O)=O)=O (4-(3-{1-Benzhydryl-5-chloro-2-[2-(1,3-dioxo-1,3-dihydro-isoindol-2-yl)-ethyl]-1H-indol-3-yl}-propyl)-benzoic acid ethyl ester). The yield is 89.8%. Reaction SMILES: [CH:1]([N:14]1[C:22]2[C:17](=[CH:18][C:19]([Cl:23])=[CH:20][CH:21]=2)[CH:16]=[C:15]1[CH2:24][CH2:25][N:26]1[C:34](=[O:35])[C:33]2[C:28](=[CH:29][CH:30]=[CH:31][CH:32]=2)[C:27]1=[O:36])([C:8]1[CH:13]=[CH:12][CH:11]=[CH:10][CH:9]=1)[C:2]1[CH:7]=[CH:6][CH:5]=[CH:4][CH:3]=1.C([SiH](CC)CC)C.[CH2:44]([O:46][C:47](=[O:58])[C:48]1[CH:53]=[CH:52][C:51]([CH2:54][CH2:55][CH:56]=O)=[CH:50][CH:49]=1)[CH3:45].ClCC(O)=O.C([O-])(O)=O.[Na+]>C(Cl)Cl.CO.O>[CH2:44]([O:46][C:47](=[O:58])[C:48]1[CH:53]=[CH:52][C:51]([CH2:54][CH2:55][CH2:56][C:16]2[C:17]3[C:22](=[CH:21][CH:20]=[C:19]([Cl:23])[CH:18]=3)[N:14]([CH:1]([C:2]3[CH:3]=[CH:4][CH:5]=[CH:6][CH:7]=3)[C:8]3[CH:9]=[CH:10][CH:11]=[CH:12][CH:13]=3)[C:15]=2[CH2:24][CH2:25][N:26]2[C:27](=[O:36])[C:28]3[C:33](=[CH:32][CH:31]=[CH:30][CH:29]=3)[C:34]2=[O:35])=[CH:50][CH:49]=1)[CH3:45] |f:4.5|. Procedure details: 4.91 g (10.0 mmol, 1 eq) 2-[2-(1-Benzhydryl-5-chloro-1H-indol-2-yl)-ethyl]-isoindole-1,3-dione made according to Example 3 was suspended in 50 mL CH2Cl2. 3.50 g (30.0 mmol, 3 eq) triethylsilane, 2.47 g (12 mmol, 1.2 eq) 4-(3-Oxo-propyl)-benzoic acid ethyl ester and chloro-acetic acid 7.56 g (80 mmol, 8 eq) were added in one portion. The mixture was heated to reflux for 92 h. LC showed less then 2% starting material at this end point. 15 mL sat. aq. NaHCO3 and 10 mL water was added to the reactio... Starting materials: BrC=1C=C2C(=CC(=NC2=CC1)OC)C1=CC(=CC=C1)OCC (6-bromo-4-(3-ethoxy-phenyl)-2-methoxy-quinoline), ClC1=CC=C(C=N1)C(=O)C=1N(C=NC1)C ((6-chloro-pyridin-3-yl)-(3-methyl-3H-imidazol-4-yl)-methanone). Product: ClC1=CC=C(C=N1)C(O)(C=1N(C=NC1)C)C=1C=C2C(=CC(=NC2=CC1)OC)C1=CC(=CC=C1)OCC ((6-Chloro-pyridin-3-yl)-[4-(3-ethoxy-phenyl)-2-methoxy-quinolin-6-yl]-(3-methyl-3H-imidazol-4-yl)-methanol). Isolated yield 52.1%. RXN SMILES: Br[C:2]1[CH:3]=[C:4]2[C:9](=[CH:10][CH:11]=1)[N:8]=[C:7]([O:12][CH3:13])[CH:6]=[C:5]2[C:14]1[CH:19]=[CH:18][CH:17]=[C:16]([O:20][CH2:21][CH3:22])[CH:15]=1.[Cl:23][C:24]1[N:29]=[CH:28][C:27]([C:30]([C:32]2[N:33]([CH3:37])[CH:34]=[N:35][CH:36]=2)=[O:31])=[CH:26][CH:25]=1>>[Cl:23][C:24]1[N:29]=[CH:28][C:27]([C:30]([C:2]2[CH:3]=[C:4]3[C:9](=[CH:10][CH:11]=2)[N:8]=[C:7]([O:12][CH3:13])[CH:6]=[C:5]3[C:14]2[CH:19]=[CH:18][CH:17]=[C:16]([O:20][CH2:21][CH3:22])[CH:15]=2)([C:32]2[N:33]([CH3:37])[CH:34]=[N:35][CH:36]=2)[OH:31])=[CH:26][CH:25]=1. Reported procedure: Following the same procedure as that described in example 1E, 6-bromo-4-(3-ethoxy-phenyl)-2-methoxy-quinoline (2 g, 5.59 mmol) and (6-chloro-pyridin-3-yl)-(3-methyl-3H-imidazol-4-yl)-methanone (1.48 g, 6.70 mmol) generated the title compound of 26A (1.458 g, 52% yield).